From a dataset of the Open Reaction Database (ORD), a public repository of structured organic reaction records. describe an organic reaction: reactants, conditions, products, and yield The product is CNC(N(N=CC1=CC=CC=C1)C=1SC(=NN1)C(C)(C)C)=O (benzaldehyde 4-methyl-2-(5-t-butyl-1,3,4-thiadiazol-2-yl)semicarbazone). Reactants: CN=C=O (Methyl isocyanate), C(C)(C)(C)C1=NN=C(S1)NN=CC1=CC=CC=C1 (benzaldehyde 5-t-butyl-1,3,4-thiadiazolyl hydrazone). The yield is 22.1%. Conditions: time 2 hour. Solvent: C(C)(=O)OCC (ethyl acetate). Reagents/catalysts: C(C)N(CC)CC (Triethylamine). Procedure: Methyl isocyanate (1.88 g) was added to a stirred suspension of benzaldehyde 5-t-butyl-1,3,4-thiadiazolyl hydrazone (7.8 g) in ethyl acetate (60 ml). Triethylamine (3 drops) was then added and the mixture was stirred for 2 hours. The solvent was evaporated to give a white solid, purified by chromatography. The pure fractions were combined and recrystallised from a mixture of ethyl acetate and hexane to give benzaldehyde 4-methyl-2-(5-t-butyl-1,3,4-thiadiazol-2-yl)semicarbazone (2.1 g, 22%) as a ... As a reaction SMILES: [CH3:1][N:2]=[C:3]=[O:4].[C:5]([C:9]1[S:13][C:12]([NH:14][N:15]=[CH:16][C:17]2[CH:22]=[CH:21][CH:20]=[CH:19][CH:18]=2)=[N:11][N:10]=1)([CH3:8])([CH3:7])[CH3:6]>C(OCC)(=O)C.C(N(CC)CC)C>[CH3:1][NH:2][C:3](=[O:4])[N:14]([C:12]1[S:13][C:9]([C:5]([CH3:8])([CH3:7])[CH3:6])=[N:10][N:11]=1)[N:15]=[CH:16][C:17]1[CH:18]=[CH:19][CH:20]=[CH:21][CH:22]=1.